From a dataset of the Open Reaction Database (ORD), a public repository of structured organic reaction records. describe an organic reaction: reactants, conditions, products, and yield Starting materials: [Cl-].[Al+3].[Cl-].[Cl-] (aluminum chloride), ice water, ClC1=CC=C(C=C1)S(=O)(=O)NCC1CC2=CC=CC=C2C1 (2-[(4-chlorophenyl)sulfonylaminomethyl]indane), ice water, C1(CCC(=O)O1)=O (succinic anhydride). Run in ClC(C)Cl (dichloroethane). Conditions: time 1.5 hour. The product is ClC1=CC=C(C=C1)S(=O)(=O)NCC1CC2=CC=C(C=C2C1)C(CCC(=O)O)=O (4-[2-[(4-Chlorophenyl)sulfonylaminomethyl]indan-5-yl]-4-oxobutanoic Acid). Yield: 84.7%. As a reaction SMILES: [Cl-].[Al+3].[Cl-].[Cl-].[Cl:5][C:6]1[CH:11]=[CH:10][C:9]([S:12]([NH:15][CH2:16][CH:17]2[CH2:25][C:24]3[C:19](=[CH:20][CH:21]=[CH:22][CH:23]=3)[CH2:18]2)(=[O:14])=[O:13])=[CH:8][CH:7]=1.[C:26]1(=[O:32])[O:31][C:29](=[O:30])[CH2:28][CH2:27]1>ClC(Cl)C>[Cl:5][C:6]1[CH:7]=[CH:8][C:9]([S:12]([NH:15][CH2:16][CH:17]2[CH2:25][C:24]3[C:19](=[CH:20][CH:21]=[C:22]([C:26](=[O:32])[CH2:27][CH2:28][C:29]([OH:31])=[O:30])[CH:23]=3)[CH2:18]2)(=[O:14])=[O:13])=[CH:10][CH:11]=1 |f:0.1.2.3|. Reported procedure: Suspended in 35 ml of dichloroethane were 6.82 g (51.2 mmol) of anhydrous aluminum chloride, and 4.26 g (13.3 mmol) of 2-[(4-chlorophenyl)sulfonylaminomethyl]indane prepared in Referential Example 1 were added thereto. While chilling with ice water, 2.07 g (20.6 mmol) of succinic anhydride were added to this suspension in small portions. Thereafter, the mixture was stirred at room temperature for 1.5 hours, and the liquid reaction mixture was poured into ice water. A crystal deposited was collec... Reactants: CS(=O)(=O)Cl (methanesulfonyl chloride), C([O-])(O)=O.[Na+] (sodium bicarbonate), NC(CC(=O)O)CC1=C(C=C(C(=C1)F)F)F (3-amino-4-(2,4,5-trifluorophenyl)butanoic acid). Run in C(C)#N (acetonitrile). Reaction conditions: temperature 80 celsius, time 16 hour. Product: FC1=C(CC2CC(N2)=O)C=C(C(=C1)F)F (racemic 4-(2,4,5-trifluorobenzyl)azetidin-2-one). The yield is 96.9%. RXN SMILES: CS(Cl)(=O)=O.C(=O)(O)[O-].[Na+].[NH2:11][CH:12]([CH2:17][C:18]1[CH:23]=[C:22]([F:24])[C:21]([F:25])=[CH:20][C:19]=1[F:26])[CH2:13][C:14](O)=[O:15]>C(#N)C>[F:26][C:19]1[CH:20]=[C:21]([F:25])[C:22]([F:24])=[CH:23][C:18]=1[CH2:17][CH:12]1[NH:11][C:14](=[O:15])[CH2:13]1 |f:1.2|. Procedure details: To the rapidly stirred 80° C. suspension of methanesulfonyl chloride (0.88 g, 7.72 mmol) and sodium bicarbonate (3.24 g, 38.6 mmol) in acetonitrile (400 mL), 3-amino-4-(2,4,5-trifluorophenyl)butanoic acid ((±)-Ia, 1.5 g, 6.43 mmol) is added over period of 2 h. The resulting suspension was further stirred for 16 h at 80° C., after which time the fine suspension was cooled to 0° C. and filtered. The filtrate was evaporated under reduced pressure to afford 1.34 g (96% yield) of racemic 4-(2,4,5-tri...